Task: describe an organic reaction: reactants, conditions, products, and yield. Dataset: the Open Reaction Database (ORD), a public repository of structured organic reaction records Starting materials: N#Cc1ccc(Br)cc1, O=C1CCC1, [Li]CCCC, C1CCOC1. Yields the product N#Cc1ccc(C2(O)CCC2)cc1. RXN SMILES: [Br:1][c:2]1[cH:3][cH:4][c:5]([C:6]#[N:7])[cH:8][cH:9]1.[C:15]1(=[O:19])[CH2:16][CH2:17][CH2:18]1.[CH2:10]([Li:11])[CH2:12][CH2:13][CH3:14].[CH2:20]1[O:21][CH2:22][CH2:23][CH2:24]1>>[c:2]1([C:15]2([OH:19])[CH2:16][CH2:17][CH2:18]2)[cH:3][cH:4][c:5]([C:6]#[N:7])[cH:8][cH:9]1.